From a dataset of the Open Reaction Database (ORD), a public repository of structured organic reaction records. describe an organic reaction: reactants, conditions, products, and yield Starting materials: N1N=CC(=C1)C1=CC2=C(C=N1)C=NN2C2=CC=CC(=N2)N2CCN(CCC2)C(=O)OC(C)(C)C (tert-butyl 4-(6-(6-(1H-pyrazol-4-yl)-1H-pyrazolo[4,3-c]pyridin-1-yl)pyridin-2-yl)-1,4-diazepane-1-carboxylate), BrC1CCC1 (bromocyclobutane). Yields the product N1(CCNCCC1)C1=CC=CC(=N1)N1N=CC=2C=NC(=CC21)C=2C=NN(C2)C2CCC2 (1-(6-(1,4-Diazepan-1-yl)pyridin-2-yl)-6-(1-cyclobutyl-1H-pyrazol-4-yl)-1H-pyrazolo[4,3-c]pyridine). Isolated yield 35.0%. As a reaction SMILES: [NH:1]1[CH:5]=[C:4]([C:6]2[N:11]=[CH:10][C:9]3[CH:12]=[N:13][N:14]([C:15]4[N:20]=[C:19]([N:21]5[CH2:27][CH2:26][CH2:25][N:24](C(OC(C)(C)C)=O)[CH2:23][CH2:22]5)[CH:18]=[CH:17][CH:16]=4)[C:8]=3[CH:7]=2)[CH:3]=[N:2]1.Br[CH:36]1[CH2:39][CH2:38][CH2:37]1>>[N:21]1([C:19]2[N:20]=[C:15]([N:14]3[C:8]4[CH:7]=[C:6]([C:4]5[CH:5]=[N:1][N:2]([CH:36]6[CH2:39][CH2:38][CH2:37]6)[CH:3]=5)[N:11]=[CH:10][C:9]=4[CH:12]=[N:13]3)[CH:16]=[CH:17][CH:18]=2)[CH2:27][CH2:26][CH2:25][NH:24][CH2:23][CH2:22]1. Reported procedure: Following the procedures as described in Example 61 and starting with tert-butyl 4-(6-(6-(1H-pyrazol-4-yl)-1H-pyrazolo[4,3-c]pyridin-1-yl)pyridin-2-yl)-1,4-diazepane-1-carboxylate and bromocyclobutane, 147 was obtained as a yellow solid (40 mg, 35%) over two steps. 1H-NMR (500 MHz, CD3OD) δ (ppm): 9.02 (s, 1H), 8.66 (s, 1H), 8.34 (s, 1H), 8.18 (s, 1H), 7.95 (s, 1H), 7.66-7.69 (m, 1H), 7.25 (d, J=7.5 Hz, 1H), 6.59 (d, J=8.5 Hz, 1H), 4.91-4.96 (m, 1H), 3.90-3.95 (m, 4H), 3.20-3.22 (m, 2H), 3.00-3....